Dataset: the Open Reaction Database (ORD), a public repository of structured organic reaction records. Task: describe an organic reaction: reactants, conditions, products, and yield Starting materials: O (water), Cl.Cl.N1CCC(CC1)\C=C/1\C(=NC(S1)=O)NCC#C ((5Z)-5-(piperidin-4-ylmethylidene)-4-(prop-2-yn-1-ylamino)-1,3-thiazol-2(5H)-one dihydrochloride), C([O-])([O-])=O.[K+].[K+] (potassium carbonate), BrCC1=C(C=CC(=C1)C(F)(F)F)C(F)(F)F (2-(bromomethyl)-1,4-bis(trifluoromethyl)benzene). Run in CN(C)C=O (DMF), CN(C)C=O (DMF). Reaction conditions: time 8 hour. The product is FC(C1=C(CN2CCC(CC2)\C=C/2\C(=NC(S2)=O)NCC#C)C=C(C=C1)C(F)(F)F)(F)F ((5Z)-5-({1-[2,5-bis(trifluoromethyl)benzyl]piperidin-4-yl}methylidene)-4-(prop-2-yn-1-ylamino)-1,3-thiazol-2(5H)-one). As a reaction SMILES: Cl.Cl.[NH:3]1[CH2:8][CH2:7][CH:6](/[CH:9]=[C:10]2/[C:11]([NH:16][CH2:17][C:18]#[CH:19])=[N:12][C:13](=[O:15])[S:14]/2)[CH2:5][CH2:4]1.C(=O)([O-])[O-].[K+].[K+].Br[CH2:27][C:28]1[CH:33]=[C:32]([C:34]([F:37])([F:36])[F:35])[CH:31]=[CH:30][C:29]=1[C:38]([F:41])([F:40])[F:39].O>CN(C=O)C>[F:39][C:38]([F:40])([F:41])[C:29]1[CH:30]=[CH:31][C:32]([C:34]([F:37])([F:35])[F:36])=[CH:33][C:28]=1[CH2:27][N:3]1[CH2:8][CH2:7][CH:6](/[CH:9]=[C:10]2/[C:11]([NH:16][CH2:17][C:18]#[CH:19])=[N:12][C:13](=[O:15])[S:14]/2)[CH2:5][CH2:4]1 |f:0.1.2,3.4.5|. Procedure: To a solution of (5Z)-5-(piperidin-4-ylmethylidene)-4-(prop-2-yn-1-ylamino)-1,3-thiazol-2(5H)-one dihydrochloride (200 mg) in DMF (3 mL) was added a solution of potassium carbonate (345 mg) and 2-(bromomethyl)-1,4-bis(trifluoromethyl)benzene (0.129 mL) in DMF (2 mL). The reaction mixture was stirred at room temperature overnight, water was added, and the mixture was extracted with ethyl acetate. The extract was washed with water and saturated brine, and dried over anhydrous magnesium sulfate, an... Reactants: FC1=CC=C(C=C1)C(CC=1N([C@@H]([C@@H](N1)C1=CC=CC=C1)C1=CC=CC=C1)C(=O)OC(C)(C)C)O (2-[2-(4-Fluorophenyl)-2-hydroxyethyl]-cis-4,5-diphenyl-4,5-dihydro-imidazole-1-carboxylic acid, tert-butyl ester), C(=O)(C(F)(F)F)O (TFA). Solvent: ClCCl (dichloromethane). Run at time 8 hour. Product: FC1=CC=C(C=C1)/C=C/C=1N[C@@H]([C@@H](N1)C1=CC=CC=C1)C1=CC=CC=C1 (2-[2(E)-(4-Fluorophenyl)vinyl]-cis-4,5-diphenyl-4,5-dihydro-1H-imidazole). Isolated yield 21.4%. Reaction SMILES: [F:1][C:2]1[CH:7]=[CH:6][C:5]([CH:8](O)[CH2:9][C:10]2[N:11](C(OC(C)(C)C)=O)[C@H:12]([C:21]3[CH:26]=[CH:25][CH:24]=[CH:23][CH:22]=3)[C@H:13]([C:15]3[CH:20]=[CH:19][CH:18]=[CH:17][CH:16]=3)[N:14]=2)=[CH:4][CH:3]=1.C(O)(C(F)(F)F)=O>ClCCl>[F:1][C:2]1[CH:3]=[CH:4][C:5](/[CH:8]=[CH:9]/[C:10]2[NH:14][C@H:13]([C:15]3[CH:16]=[CH:17][CH:18]=[CH:19][CH:20]=3)[C@H:12]([C:21]3[CH:26]=[CH:25][CH:24]=[CH:23][CH:22]=3)[N:11]=2)=[CH:6][CH:7]=1. Procedure details: To a cold (0° C.) solution of 2-[2-(4-fluorophenyl)-2-hydroxyethyl]-cis-4,5-diphenyl-4,5-dihydro-imidazole-1-carboxylic acid, tert-butyl ester (256) (690 mg, 1.5 mmol) in dichloromethane (2 mL) is added TFA (2 mL). The reaction mixture is stirred at RT overnight. Reaction mixture is rotary evaporated and the residue purified by chromatography on silica gel; elution with dichloromethane:MeOH (9:1) gives 110 mg of the product 259. 1H NMR (CDCl3) δ 8.10 (d, 1 H), 7.60-7.35 (m, 2 H), 7.15-6.85 (m, 9...